This data is from the Open Reaction Database (ORD), a public repository of structured organic reaction records. The task is: describe an organic reaction: reactants, conditions, products, and yield The reactants are CN(C)C=O, Clc1ccc2[nH]ccc2c1, [H-], CI, [Na+]. The product is Cn1ccc2cc(Cl)ccc21. RXN SMILES: [CH3:15][N:16]([CH3:17])[CH:18]=[O:19].[Cl:1][c:2]1[cH:3][c:4]2[cH:5][cH:6][nH:7][c:8]2[cH:9][cH:10]1.[H-:11].[I:13][CH3:14].[Na+:12]>>[Cl:1][c:2]1[cH:3][c:4]2[cH:5][cH:6][n:7]([CH3:14])[c:8]2[cH:9][cH:10]1.